Dataset: the Open Reaction Database (ORD), a public repository of structured organic reaction records. Task: describe an organic reaction: reactants, conditions, products, and yield Reactants: C(=O)N[C@H]1[C@@H]2N(C(=C(CS2)C=C)C(=O)OCC(Cl)(Cl)Cl)C1=O (2,2,2-Trichloroethyl 7β-formamido-3-vinylceph-3-em-4-carboxylate). Run in CO (methanol). Conditions: time 30 minute. Yields the product Cl.N[C@H]1[C@@H]2N(C(=C(CS2)C=C)C(=O)OCC(Cl)(Cl)Cl)C1=O (2,2,2-Trichloroethyl 7β-Amino-3-vinylceph-3-em-4-carboxylate Hydrochloride). Isolated yield 168.8%. Reaction SMILES: C([NH:3][C@@H:4]1[C:21](=[O:22])[N:6]2[C:7]([C:13]([O:15][CH2:16][C:17]([Cl:20])([Cl:19])[Cl:18])=[O:14])=[C:8]([CH:11]=[CH2:12])[CH2:9][S:10][C@H:5]12)=O>CO>[ClH:18].[NH2:3][C@@H:4]1[C:21](=[O:22])[N:6]2[C:7]([C:13]([O:15][CH2:16][C:17]([Cl:19])([Cl:18])[Cl:20])=[O:14])=[C:8]([CH:11]=[CH2:12])[CH2:9][S:10][C@H:5]12 |f:2.3|. Procedure: 2,2,2-Trichloroethyl 7β-formamido-3-vinylceph-3-em-4-carboxylate (0.88 g., 2.3 mmole) was treated with dry methanol (5 ml.), when some solid crystallised. The suspension was cooled to ca. 5° and stirred while phosphorus oxychloride (0.53 ml.) was added dropwise. The reaction mixture was kept at ca. 5° for 30 minutes and diluted with ether (20 ml.); no solid separated. The solvents were evaporated and the residual oil was treated with ether (ca. 10 ml.) to give a white solid. The solid was filter... Reactants: C(C)(C)(C)OC(NCCOC1=C(C=CC(=C1)CN1C=NC=C1CC=1C=CC(=NC1)N1C(C=CC(=C1)Cl)=O)C#N)=O ((2-{5-[5-(5-chloro-2-oxo-2H-[1,2']bipyridinyl-5'-ylmethyl)-imidazol-1-ylmethyl]-2-cyano-phenoxy}-ethyl)-carbamic acid tert-butyl ester). Run in CO (MeOH). Run at temperature 0 celsius. Product: NCCOC1=C(C#N)C=CC(=C1)CN1C=NC=C1CC=1C=CC(=NC1)N1C(C=CC(=C1)Cl)=O (2-(2-Amino-ethoxy)-4-[5-(5-chloro-2-oxo-2H-[1,2']bipyridinyl-5'-ylmethyl)-imidazol-1-ylmethyl]-benzonitrile). RXN SMILES: C(OC(=O)[NH:7][CH2:8][CH2:9][O:10][C:11]1[CH:16]=[C:15]([CH2:17][N:18]2[C:22]([CH2:23][C:24]3[CH:25]=[CH:26][C:27]([N:30]4[CH:35]=[C:34]([Cl:36])[CH:33]=[CH:32][C:31]4=[O:37])=[N:28][CH:29]=3)=[CH:21][N:20]=[CH:19]2)[CH:14]=[CH:13][C:12]=1[C:38]#[N:39])(C)(C)C>CO>[NH2:7][CH2:8][CH2:9][O:10][C:11]1[CH:16]=[C:15]([CH2:17][N:18]2[C:22]([CH2:23][C:24]3[CH:25]=[CH:26][C:27]([N:30]4[CH:35]=[C:34]([Cl:36])[CH:33]=[CH:32][C:31]4=[O:37])=[N:28][CH:29]=3)=[CH:21][N:20]=[CH:19]2)[CH:14]=[CH:13][C:12]=1[C:38]#[N:39]. Reported procedure: (2-{5-[5-(5-chloro-2-oxo-2H-[1,2']bipyridinyl-5'-ylmethyl)-imidazol-1-ylmethyl]-2-cyano-phenoxy}-ethyl)-carbamic acid tert-butyl ester from step 4 (260 mg, 0.46 mmol) was dissolved in MeOH (15 ml) and cooled to 0° C. HCl(g) was then bubbled into the solution until saturated. The reaction mixture was allowed to warm up to room temperature. The solvent was removed in vacuo to yield the final product.